Dataset: the Open Reaction Database (ORD), a public repository of structured organic reaction records. Task: describe an organic reaction: reactants, conditions, products, and yield The reactants are C1CCNCC1, CCCCO, CCOC(C)=O, Fc1cnc2[nH]ccc2c1Cl, [Na+], O=C([O-])O. Product: Fc1cnc2[nH]ccc2c1N1CCCCC1. RXN SMILES: [CH2:12]1[CH2:13][CH2:14][NH:15][CH2:16][CH2:17]1.[CH2:18]([OH:19])[CH2:20][CH2:21][CH3:22].[CH3:23][CH2:24][O:25][C:26]([CH3:27])=[O:28].[Cl:1][c:2]1[c:3]2[c:4]([n:5][cH:6][c:7]1[F:8])[nH:9][cH:10][cH:11]2.[Na+:29].[OH:30][C:31](=[O:32])[O-:33]>>[c:2]1([N:15]2[CH2:14][CH2:13][CH2:12][CH2:17][CH2:16]2)[c:3]2[c:4]([n:5][cH:6][c:7]1[F:8])[nH:9][cH:10][cH:11]2. The reactants are OC1=C(NC=2NC(C(=CN2)C(=O)OCC)=O)C=CC=C1 (Ethyl 1,6-dihydro-2-(2-hydroxyanilino)-6-oxo-5-pyrimidinecarboxylate), [OH-].[Na+] (sodium hydroxide), O (water). Solvent: C(C)(=O)O (acetic acid). Reaction conditions: time 1 hour. Product: OC1=C(NC=2NC(C(=CN2)C(=O)O)=O)C=CC=C1 (1,6-dihydro-2-(2-hydroxyanilino)-6-oxo-5-pyrimidinecarboxylic acid). Isolated yield 66.8%. RXN SMILES: [OH:1][C:2]1[CH:20]=[CH:19][CH:18]=[CH:17][C:3]=1[NH:4][C:5]1[NH:6][C:7](=[O:16])[C:8]([C:11]([O:13]CC)=[O:12])=[CH:9][N:10]=1.[OH-].[Na+].O>C(O)(=O)C>[OH:1][C:2]1[CH:20]=[CH:19][CH:18]=[CH:17][C:3]=1[NH:4][C:5]1[NH:6][C:7](=[O:16])[C:8]([C:11]([OH:13])=[O:12])=[CH:9][N:10]=1 |f:1.2|. Procedure details: Ethyl 1,6-dihydro-2-(2-hydroxyanilino)-6-oxo-5-pyrimidinecarboxylate (5 g) and sodium hydroxide (2 g) are added to water (100 ml), and the mixture is refluxed with stirring for 1 hour. After cooling, the reaction mixture is acidified with acetic acid, and the resulting solid is collected by filtration and recrystallized from DMF. The precipitate is collected by filtration and added to water (100 ml), and the mixture is refluxed with stirring for 1 hour. After cooling, the resulting product is co...